From a dataset of the Open Reaction Database (ORD), a public repository of structured organic reaction records. describe an organic reaction: reactants, conditions, products, and yield The reactants are C(C(C)(C)C)(=O)NC=1N=C(C2=C(N1)N=CC(=C2)C=O)O (2-pivaloylamino-4-hydroxy-6-formylpyrido[2,3-d]pyrimidine), Cl.NCC1=CC=C(C(=O)N[C@@H](CCC(=O)OCC)C(=O)OCC)C=C1 (diethyl N-(p-aminomethylbenzoyl)-L-glutamate hydrochloride), C(C)(=O)[O-].[Na+] (sodium acetate). The solvent is CC(=O)OCC1=C2C=CC=CC2=C(C3=CC=CC=C31)COC(=O)C (acetic). Conditions: temperature 25 celsius, time 18 hour. The product is C(C(C)(C)C)(=O)NC=1N=C(C2=C(N1)N=CC(=C2)CNCC2=CC=C(C(=O)N[C@@H](CCC(=O)OCC)C(=O)OCC)C=C2)O (diethyl N-[N-(2-pivaloylamino-4-hydroxypyrido[2,3-d]pyrimidin-6-ylmethyl)-4-aminomethylbenzoyl]-glutamate). Yield: 52.5%. Reaction SMILES: [C:1]([NH:7][C:8]1[N:9]=[C:10]([OH:20])[C:11]2[CH:17]=[C:16]([CH:18]=O)[CH:15]=[N:14][C:12]=2[N:13]=1)(=[O:6])[C:2]([CH3:5])([CH3:4])[CH3:3].Cl.[NH2:22][CH2:23][C:24]1[CH:45]=[CH:44][C:27]([C:28]([NH:30][C@H:31]([C:39]([O:41][CH2:42][CH3:43])=[O:40])[CH2:32][CH2:33][C:34]([O:36][CH2:37][CH3:38])=[O:35])=[O:29])=[CH:26][CH:25]=1.C([O-])(=O)C.[Na+]>CC(OCC1C2C(=CC=CC=2)C(COC(C)=O)=C2C=1C=CC=C2)=O>[C:1]([NH:7][C:8]1[N:9]=[C:10]([OH:20])[C:11]2[CH:17]=[C:16]([CH2:18][NH:22][CH2:23][C:24]3[CH:25]=[CH:26][C:27]([C:28]([NH:30][C@H:31]([C:39]([O:41][CH2:42][CH3:43])=[O:40])[CH2:32][CH2:33][C:34]([O:36][CH2:37][CH3:38])=[O:35])=[O:29])=[CH:44][CH:45]=3)[CH:15]=[N:14][C:12]=2[N:13]=1)(=[O:6])[C:2]([CH3:5])([CH3:4])[CH3:3] |f:1.2,3.4|. Reported procedure: A mixture of 3.0 g (10.9 mmol) of 2-pivaloylamino-4-hydroxy-6-formylpyrido[2,3-d]pyrimidine, 4.47 g of diethyl N-(p-aminomethylbenzoyl)-L-glutamate hydrochloride (12.25 mmol), and 1.0 g (12.25 mmol) of sodium acetate in 70 mL of glacial acetic was stirred at 25° C. for 18 hours. To this solution was added 0.42 g (0.54 mL, 3.65 mmol) of borane-triethylamine complex. This mixture was stirred at 25° C. for 2 hours and the solvent then removed under reduced pressure. The residue was taken up in meth... The reactants are [H-].[H-].[H-].[H-].[Li+].[Al+3] (LAH), C(C)OC(C(C(=O)OCC)(CCCCCCCCCCCCCC)CCCCCCCCCCCCCC)=O (diethyl-2,2-ditetradecylmalonate). Run in C1CCOC1 (THF). Run at time 30 minute. Product: C(CCCCCCCCCCCCC)C(CO)(CO)CCCCCCCCCCCCCC (2,2-ditetradecyl-1,3-propanediol). The yield is 91.0%. As a reaction SMILES: [H-].[H-].[H-].[H-].[Li+].[Al+3].C([O:9][C:10](=O)[C:11]([CH2:31][CH2:32][CH2:33][CH2:34][CH2:35][CH2:36][CH2:37][CH2:38][CH2:39][CH2:40][CH2:41][CH2:42][CH2:43][CH3:44])([CH2:17][CH2:18][CH2:19][CH2:20][CH2:21][CH2:22][CH2:23][CH2:24][CH2:25][CH2:26][CH2:27][CH2:28][CH2:29][CH3:30])[C:12](OCC)=[O:13])C>C1COCC1>[CH2:31]([C:11]([CH2:17][CH2:18][CH2:19][CH2:20][CH2:21][CH2:22][CH2:23][CH2:24][CH2:25][CH2:26][CH2:27][CH2:28][CH2:29][CH3:30])([CH2:10][OH:9])[CH2:12][OH:13])[CH2:32][CH2:33][CH2:34][CH2:35][CH2:36][CH2:37][CH2:38][CH2:39][CH2:40][CH2:41][CH2:42][CH2:43][CH3:44] |f:0.1.2.3.4.5|. Procedure: LAH (9.68 mmol) is added to a diethyl-2,2-ditetradecylmalonate (2.42 mmol) solution in THF at rt and the reaction mixture is heated under reflux for 2 h. The reaction mixture is quenched with 1 M HCl solution and stirred for 30 min. The aqueous layer is extracted with diethyl ether two times. The combined organic layers are washed with a dilute HCl solution and brine, and then dried over anhydrous magnesium sulfate. Solvents are evaporated under vacuum. The reaction afforded 2,2-ditetradecyl-1,3... Reaction SMILES: [CH3:1][Si:2]([CH3:38])([CH3:37])[CH2:3][CH2:4][O:5][CH2:6][N:7]([CH2:29][O:30][CH2:31][CH2:32][Si:33]([CH3:36])([CH3:35])[CH3:34])[C:8]1[N:13]2[N:14]=[CH:15][C:16]([C:17]3[CH:18]=[N:19][C:20]4[C:25]([CH:26]=3)=[CH:24][CH:23]=[CH:22][CH:21]=4)=[C:12]2N=C(C=O)C=1.[NH:39]1[CH2:44]CO[CH2:41][CH2:40]1.[CH3:45][C:46]([OH:48])=O.[BH3-][C:50]#[N:51].[Na+].[CH3:53]CO>>[O:48]1[CH2:46][CH2:45][N:39]([CH2:44][C:50]2[N:51]=[C:8]([N:7]([CH2:29][O:30][CH2:31][CH2:32][Si:33]([CH3:36])([CH3:34])[CH3:35])[CH2:6][O:5][CH2:4][CH2:3][Si:2]([CH3:37])([CH3:1])[CH3:38])[N:13]3[N:14]=[CH:15][C:16]([C:17]4[CH:18]=[N:19][C:20]5[C:25]([CH:26]=4)=[CH:24][CH:23]=[CH:22][CH:21]=5)=[C:12]3[CH:53]=2)[CH2:40][CH2:41]1 |f:3.4|. Procedure details: To 7-(bis((2-(trimethylsilyl)ethoxy)methyl)amino)-3-(quinolin-3-yl)pyrazolo[1,5-a]pyrimidine-5-carbaldehyde (Int-8b, 0.15 g, 0.3 mmol) in EtOH (10 mL) was added morpholine (0.12 mL, 1.4 mmol) and AcOH (0.2 mL), and the resulting mixture was stirred at room temperature for 15 minutes. NaBH3CN (0.12 g, 2.0 mmol) in EtOH (1.5 mL total) was then added and the reaction mixture was stirred at room temperature for 16 hours, at which time LC/MS analysis confirmed full consumption of starting material. S... Starting materials: [BH3-]C#N.[Na+] (NaBH3CN), CCO (EtOH), C[Si](CCOCN(C1=CC(=NC=2N1N=CC2C=2C=NC1=CC=CC=C1C2)C=O)COCC[Si](C)(C)C)(C)C (7-(bis((2-(trimethylsilyl)ethoxy)methyl)amino)-3-(quinolin-3-yl)pyrazolo[1,5-a]pyrimidine-5-carbaldehyde), N1CCOCC1 (morpholine), CC(=O)O (AcOH), CCO (EtOH). Reaction conditions: time 15 minute. Yields the product O1CCN(CC1)CC1=CC=2N(C(=N1)N(COCC[Si](C)(C)C)COCC[Si](C)(C)C)N=CC2C=2C=NC1=CC=CC=C1C2 (5-(morpholinomethyl)-3-(quinolin-3-yl)-N,N-bis((2-(trimethylsilyl)-ethoxy)methyl)pyrazolo[1,5-c]pyrimidin-7-amine). Starting materials: N1=CC(=CC=C1)C1=CC=C(C(=O)O)C=C1 (4-(pyridin-3-yl)benzoic acid), S(=O)(Cl)Cl (Thionyl chloride). Run at temperature 70 celsius, time 8 hour. Yields the product N1=CC(=CC=C1)C1=CC=C(C(=O)Cl)C=C1 (4-(pyridin-3-yl)benzoyl chloride). As a reaction SMILES: [N:1]1[CH:6]=[CH:5][CH:4]=[C:3]([C:7]2[CH:15]=[CH:14][C:10]([C:11](O)=[O:12])=[CH:9][CH:8]=2)[CH:2]=1.S(Cl)([Cl:18])=O>>[N:1]1[CH:6]=[CH:5][CH:4]=[C:3]([C:7]2[CH:15]=[CH:14][C:10]([C:11]([Cl:18])=[O:12])=[CH:9][CH:8]=2)[CH:2]=1. Procedure: To a solution of 4-boronobenzoic acid (4.15 g, 25 mmol) and 3-bromopyridine (4.3 g, 27.5 mmol) in acetonitrile (60 mL) and water (60 mL), potassium carbonate (13.8 g, 100 mmol), bis(triphenylphosphine)palladium(II) chloride (1.75 g, 2.5 mmol) was added. The mixture was degassed and purged withed nitrogen. The mixture was stirred under reflux for 24 hours. Then the hot suspension was filtered and concentrated to half of the original volume and washed with dichloromethane. The aquatic phase was ad...